Dataset: the Open Reaction Database (ORD), a public repository of structured organic reaction records. Task: describe an organic reaction: reactants, conditions, products, and yield Reactants: O=C([O-])[O-], COc1cc(OC)nc(Oc2ccccc2C=O)n1, CO, Cl, [K+], [K+], NO, O. Product: COc1cc(OC)nc(Oc2ccccc2C=NO)n1. As a reaction SMILES: [C:4](=[O:5])([O-:6])[O-:7].[CH3:10][O:11][c:12]1[n:13][c:14]([O:20][c:21]2[c:22]([CH:23]=[O:24])[cH:25][cH:26][cH:27][cH:28]2)[n:15][c:16]([O:18][CH3:19])[cH:17]1.[CH3:30][OH:31].[ClH:1].[K+:8].[K+:9].[NH2:2][OH:3].[OH2:29]>>[N:2]([OH:3])=[CH:23][c:22]1[c:21]([O:20][c:14]2[n:13][c:12]([O:11][CH3:10])[cH:17][c:16]([O:18][CH3:19])[n:15]2)[cH:28][cH:27][cH:26][cH:25]1. RXN SMILES: [H-].[Na+].[CH3:3][S:4]([NH:7][C:8]1[CH:9]=[C:10]2[C:15](=[CH:16][CH:17]=1)[CH2:14][N:13]([C:18](=O)[CH2:19][CH2:20][C:21]1[CH:26]=[CH:25][CH:24]=[CH:23][CH:22]=1)[CH2:12][CH2:11]2)(=[O:6])=[O:5].[CH3:28]I.[ClH:30]>CN(C)C=O>[ClH:30].[CH3:28][N:7]([C:8]1[CH:9]=[C:10]2[C:15](=[CH:16][CH:17]=1)[CH2:14][N:13]([CH2:18][CH2:19][CH2:20][C:21]1[CH:26]=[CH:25][CH:24]=[CH:23][CH:22]=1)[CH2:12][CH2:11]2)[S:4]([CH3:3])(=[O:6])=[O:5] |f:0.1,6.7|. Procedure: To a suspension of sodium hydride (0.17 g) in dimethylformamide (10 mL) at 0 C is added a solution of Example 22 (1.0 g) in dry dimethylformamide (10 mL). After stirring for 30 minutes, the reaction is treated with methyl iodide (0.5 mL), warmed to room temperature and allowed to stir for 12 hours. The reaction mixture is poured into cold 10% HCl and the product extracted out with CH2Cl2. The organic phases are combined, washed with brine, dried over MgSO4, filtered and concentrated. Using the p... Reaction conditions: time 30 minute. Yields the product Cl.CN(S(=O)(=O)C)C=1C=C2CCN(CC2=CC1)CCCC1=CC=CC=C1 (1,2,3,4-Tetrahydro-6-(N-methyl-(methylsulfonamido))-2-N-(3-phenylpropyl)isoquinoline hydrochloride). Run in CN(C=O)C (dimethylformamide), CN(C=O)C (dimethylformamide). Reactants: CS(=O)(=O)NC=1C=C2CCN(CC2=CC1)C(CCC1=CC=CC=C1)=O (1,2,3,4-Tetrahydro-6-methylsulfonamido-2-N-(3-phenylpropionyl)isoquinoline), Cl (HCl), [H-].[Na+] (sodium hydride), CI (methyl iodide).